This data is from the Open Reaction Database (ORD), a public repository of structured organic reaction records. The task is: describe an organic reaction: reactants, conditions, products, and yield Reactants: [BH4-], O=C([O-])O, Cl, [Na+], [Na+], C1CCOC1, O, CCOC(=O)CC(=O)c1cc(O)cc2nc(CCc3ccccc3)[nH]c12. Yields the product Cl, CCOC(=O)CC(O)c1cc(O)cc2nc(CCc3ccccc3)[nH]c12. Reaction SMILES: [BH4-:27].[C:30](=[O:31])([OH:32])[O-:33].[ClH:29].[Na+:28].[Na+:34].[O:35]1[CH2:36][CH2:37][CH2:38][CH2:39]1.[OH2:40].[OH:1][c:2]1[cH:3][c:4]([C:19]([CH2:20][C:21](=[O:22])[O:23][CH2:24][CH3:25])=[O:26])[c:5]2[c:6]([n:7][c:8]([CH2:10][CH2:11][c:12]3[cH:13][cH:14][cH:15][cH:16][cH:17]3)[nH:9]2)[cH:18]1>>[ClH:29].[OH:1][c:2]1[cH:3][c:4]([CH:19]([CH2:20][C:21](=[O:22])[O:23][CH2:24][CH3:25])[OH:26])[c:5]2[c:6]([n:7][c:8]([CH2:10][CH2:11][c:12]3[cH:13][cH:14][cH:15][cH:16][cH:17]3)[nH:9]2)[cH:18]1.